Dataset: the Open Reaction Database (ORD), a public repository of structured organic reaction records. Task: describe an organic reaction: reactants, conditions, products, and yield Reactants: O=C(NC(Cc1ccccc1)C(=O)N1CC(O)C1)c1cc2cc(Br)sc2[nH]1, C#C[Si](C)(C)C, CC(C)NC(C)C, C1CCOC1, O, Cl[Pd]Cl, c1ccc(P(c2ccccc2)c2ccccc2)cc1, c1ccc(P(c2ccccc2)c2ccccc2)cc1. Yields the product C[Si](C)(C)C#Cc1cc2cc(C(=O)NC(Cc3ccccc3)C(=O)N3CC(O)C3)[nH]c2s1. As a reaction SMILES: [CH2:1]([c:2]1[cH:3][cH:4][cH:5][cH:6][cH:7]1)[CH:8]([C:9](=[O:10])[N:11]1[CH2:12][CH:13]([OH:15])[CH2:14]1)[NH:16][C:17](=[O:18])[c:19]1[cH:20][c:21]2[c:22]([nH:23]1)[s:24][c:25]([Br:27])[cH:26]2.[CH3:35][Si:36]([CH3:37])([CH3:38])[C:39]#[CH:40].[CH:28]([NH:29][CH:30]([CH3:31])[CH3:32])([CH3:33])[CH3:34].[O:42]1[CH2:43][CH2:44][CH2:45][CH2:46]1.[OH2:41].[Pd:47]([Cl:48])[Cl:49].[c:50]1([P:51]([c:52]2[cH:53][cH:54][cH:55][cH:56][cH:57]2)[c:58]2[cH:59][cH:60][cH:61][cH:62][cH:63]2)[cH:64][cH:65][cH:66][cH:67][cH:68]1.[c:69]1([P:70]([c:71]2[cH:72][cH:73][cH:74][cH:75][cH:76]2)[c:77]2[cH:78][cH:79][cH:80][cH:81][cH:82]2)[cH:83][cH:84][cH:85][cH:86][cH:87]1>>[CH2:1]([c:2]1[cH:3][cH:4][cH:5][cH:6][cH:7]1)[CH:8]([C:9](=[O:10])[N:11]1[CH2:12][CH:13]([OH:15])[CH2:14]1)[NH:16][C:17](=[O:18])[c:19]1[cH:20][c:21]2[c:22]([nH:23]1)[s:24][c:25]([C:40]#[C:39][Si:36]([CH3:35])([CH3:37])[CH3:38])[cH:26]2. The reactants are ClC=1C=C(C=CC1C(=O)N1CCN(CC1)C1=C(C=C(C=C1)C)C)N1C(OCC1)=O (3-{3-chloro-4-[4-(2,4-dimethylphenyl)piperazine-1-carbonyl]phenyl}oxazolidin-2-one), C1(=CC=CC=C1)C (toluene), P(=O)([O-])([O-])[O-].[K+].[K+].[K+] (tripotassium phosphate), C1(CC1)B(O)O (cyclopropylboronic acid). The reagents and catalysts are C1CCC(CC1)P(C2CCCCC2)C3CCCCC3.C1CCC(CC1)P(C2CCCCC2)C3CCCCC3.[Cl-].[Cl-].[Pd+2] (bis(tricyclohexylphosphine)palladium (II) dichloride). Run in O (water), O (water). Yields the product C1(CC1)C=1C=C(C=CC1C(=O)N1CCN(CC1)C1=C(C=C(C=C1)C)C)N1C(OCC1)=O (3-{3-cyclopropyl-4-[4-(2,4-dimethylphenyl)piperazine-1-carbonyl]phenyl}oxazolidin-2-one). Yield: 23.0%. Reaction SMILES: Cl[C:2]1[CH:3]=[C:4]([N:24]2[CH2:28][CH2:27][O:26][C:25]2=[O:29])[CH:5]=[CH:6][C:7]=1[C:8]([N:10]1[CH2:15][CH2:14][N:13]([C:16]2[CH:21]=[CH:20][C:19]([CH3:22])=[CH:18][C:17]=2[CH3:23])[CH2:12][CH2:11]1)=[O:9].P([O-])([O-])([O-])=O.[K+].[K+].[K+].[CH:38]1(B(O)O)[CH2:40][CH2:39]1.C1(C)C=CC=CC=1>C1CCC(P(C2CCCCC2)C2CCCCC2)CC1.C1CCC(P(C2CCCCC2)C2CCCCC2)CC1.[Cl-].[Cl-].[Pd+2].O>[CH:38]1([C:2]2[CH:3]=[C:4]([N:24]3[CH2:28][CH2:27][O:26][C:25]3=[O:29])[CH:5]=[CH:6][C:7]=2[C:8]([N:10]2[CH2:11][CH2:12][N:13]([C:16]3[CH:21]=[CH:20][C:19]([CH3:22])=[CH:18][C:17]=3[CH3:23])[CH2:14][CH2:15]2)=[O:9])[CH2:40][CH2:39]1 |f:1.2.3.4,7.8.9.10.11|. Procedure: To a mixture of 3-{3-chloro-4-[4-(2,4-dimethylphenyl)piperazine-1-carbonyl]phenyl}oxazolidin-2-one (347 mg) described in Example 21, bis(tricyclohexylphosphine)palladium (II) dichloride (33 mg), tripotassium phosphate (956 mg) and cyclopropylboronic acid (172 mg) were added toluene (4 mL) and water (200 μL), and the mixture was refluxed for 6 hr. After cooling, water was added to the reaction mixture, and the mixture was extracted with chloroform. The organic layer was washed with saturated brin... Reported procedure: Methyl N-[[[[[(5,5-dimethyl-2-thioxo-1,3,2-dioxaphosphorinan-2-yl)(methyl)amino]sulfinyl]methylamino]carbonyl]oxy]ethanimidothioate was prepared by the procedure employed in Example 9, by reacting methyl N-[[(methylamino)carbonyl]oxy]ethanimidothioate (2.43 g, 0.015 mole), thionyl chloride (1.79 g, 0.015 mole), and 5,5-dimethyl-2-methylamino-2-thioxo-1,3,2-dioxaphosphorinan (2.93 g, 0.015 mole) in pyridine (10 ml). Recrystallization from chloroform-hexane afforded 3.0 g of needles of the formula... Solvent: N1=CC=CC=C1 (pyridine). Starting materials: CC1(COP(OC1)(=S)NC)C (5,5-dimethyl-2-methylamino-2-thioxo-1,3,2-dioxaphosphorinan), CNC(=O)ON=C(C)SC (methyl N-[[(methylamino)carbonyl]oxy]ethanimidothioate), S(=O)(Cl)Cl (thionyl chloride). Yields the product CC1(COP(OC1)(=S)N(S(=O)CNC(=O)ON=C(C)SC)C)C (Methyl N-[[[[[(5,5-dimethyl-2-thioxo-1,3,2-dioxaphosphorinan-2-yl)(methyl)amino]sulfinyl]methylamino]carbonyl]oxy]ethanimidothioate), needles. Reaction SMILES: [CH3:1][NH:2][C:3]([O:5][N:6]=[C:7]([S:9][CH3:10])[CH3:8])=[O:4].[S:11](Cl)(Cl)=[O:12].[CH3:15][C:16]1([CH3:25])[CH2:21][O:20][P:19]([NH:23][CH3:24])(=[S:22])[O:18][CH2:17]1>N1C=CC=CC=1>[CH3:15][C:16]1([CH3:25])[CH2:17][O:18][P:19]([N:23]([CH3:24])[S:11]([CH2:1][NH:2][C:3]([O:5][N:6]=[C:7]([S:9][CH3:10])[CH3:8])=[O:4])=[O:12])(=[S:22])[O:20][CH2:21]1. The reactants are CC(C)([O-])C.[K+] (potassium t-butoxide), ClCCNC(=O)NC1=CC=C(C=C1)OC (1-(2-chloroethyl)-3-(4-methoxyphenyl)urea), CC(C)([O-])C.[K+] (potassium t-butoxide), CC(C)([O-])C.[K+] (potassium t-butoxide), Cl (hydrochloric acid). The solvent is C(C)(C)(C)O (t-butanol). Conditions: time 10 minute. Product: COC1=CC=C(C=C1)N1C(NCC1)=O (1-(4-methoxyphenyl)imidazolin-2-one). As a reaction SMILES: Cl[CH2:2][CH2:3][NH:4][C:5]([NH:7][C:8]1[CH:13]=[CH:12][C:11]([O:14][CH3:15])=[CH:10][CH:9]=1)=[O:6].CC(C)([O-])C.[K+].Cl>C(O)(C)(C)C>[CH3:15][O:14][C:11]1[CH:12]=[CH:13][C:8]([N:7]2[CH2:2][CH2:3][NH:4][C:5]2=[O:6])=[CH:9][CH:10]=1 |f:1.2|. Reported procedure: To a suspension of 1-(2-chloroethyl)-3-(4-methoxyphenyl)urea (7.0 g, 30.6 mmol) in t-butanol (120 mL) was added potassium t-butoxide (6.4 g, 57.0 mmol) under a nitrogen atmosphere. The resulting solution was stirred for 10 minutes, and then potassium t-butoxide (3.0 g, 26.7 mmol) was added. This solution was stirred for 10 minutes, and then potassium t-butoxide (4.3 g, 38.3 mmol) was added. The resulting solution was stirred for 16 hours at room temperature. The pH was adjusted to between 2 and ... Reactants: ice, methanolic solution, C[O-].[Na+] (sodium methoxide), Cl (hydrochloric acid), C(C1=CC=CC=C1)(=O)OC[C@H]1O[C@H]([C@@H]([C@@H]1OC(C1=CC=CC=C1)=O)OC(C1=CC=CC=C1)=O)N1C(C(=NC(=C1)F)C(=O)N)=O ([(2R,3R,4R,5R)-5-[3-(aminocarbonyl)-5-fluoro-2-oxo-1(2H)-pyrazinyl]-3,4-bis(benzoyloxy)tetrahydro-2-furanyl]methyl benzoate). Solvent: CO (methanol). Reaction conditions: time 30 minute. Yields the product O[C@H]1[C@@H](O[C@@H]([C@H]1O)CO)N1C(C(=NC(=C1)F)C(=O)N)=O (4-[(2R,3R,4S,5R)-3,4-dihydroxy-5-(hydroxymethyl)tetrahydro-2-furanyl]-6-fluoro-3-oxo-3,4-dihydro-2-pyrazinecarboxamide). The yield is 55.5%. Reaction SMILES: C([O:9][CH2:10][C@@H:11]1[C@@H:15]([O:16]C(=O)C2C=CC=CC=2)[C@@H:14]([O:25]C(=O)C2C=CC=CC=2)[C@H:13]([N:34]2[CH:39]=[C:38]([F:40])[N:37]=[C:36]([C:41]([NH2:43])=[O:42])[C:35]2=[O:44])[O:12]1)(=O)C1C=CC=CC=1.C[O-].[Na+].Cl>CO>[OH:25][C@@H:14]1[C@H:15]([OH:16])[C@@H:11]([CH2:10][OH:9])[O:12][C@H:13]1[N:34]1[CH:39]=[C:38]([F:40])[N:37]=[C:36]([C:41]([NH2:43])=[O:42])[C:35]1=[O:44] |f:1.2|. Reported procedure: In 2.0 mL of methanol was dissolved 0.15 g of [(2R,3R,4R,5R)-5-[3-(aminocarbonyl)-5-fluoro-2-oxo-1(2H)-pyrazinyl]-3,4-bis(benzoyloxy)tetrahydro-2-furanyl]methyl benzoate. Then, 0.14 g of a 28% methanolic solution of sodium methoxide was added and stirred at an ice-cooled temperature for 20 minutes and thereafter at room temperature for 30 minutes. The reaction mixture was acidified with 0.75 mL of 1 mol/L hydrochloric acid and the solvent was removed under reduced pressure. After purifying the r... Reactants: ClC=1C=C(C=CC1Cl)N(C(=O)NC)O (1-(3,4-dichlorophenyl)-1-hydroxy-3-methylurea), N1=CC=CC=C1 (pyridine), ClC(=O)OC (Methyl chloroformate). Run in C(C)(C)O (isopropyl alcohol). The product is ClC=1C=C(C=CC1Cl)N(C(=O)NC)OC(=O)OC (1-(3,4-dichlorophenyl)-1-methoxycarbonyloxy-3-methylurea). RXN SMILES: [Cl:1][C:2]1[CH:3]=[C:4]([N:9]([OH:14])[C:10]([NH:12][CH3:13])=[O:11])[CH:5]=[CH:6][C:7]=1[Cl:8].N1C=CC=CC=1.Cl[C:22]([O:24][CH3:25])=[O:23]>C(O)(C)C>[Cl:1][C:2]1[CH:3]=[C:4]([N:9]([O:14][C:22]([O:24][CH3:25])=[O:23])[C:10]([NH:12][CH3:13])=[O:11])[CH:5]=[CH:6][C:7]=1[Cl:8]. Procedure: A solution of 1-(3,4-dichlorophenyl)-1-hydroxy-3-methylurea (15 grams; 0.06 mol) in isopropyl alcohol (50 ml), and pyridine (8 ml) were charged into a glass reaction flask equipped with a mechanical stirrer. Methyl chloroformate (7 ml; 0.09 mol) was then slowly added, with stirring, at a temperature of 10° to 15°C. After the addition was completed stirring was continued for an additional period of one-half hour resulting in the formation of a precipitate. After this time the reaction mixture was... The reactants are [BH4-].[Na+] (sodium borohydride), COC1=CC=C(C(CN2C=3N(C4=C2C=CC=C4)CCN3)=O)C=C1 (9-(4'-methoxyphenacyl)-2,3-dihydroimidazo[1,2-a]benzimidazole), Cl (hydrochloric acid). Run in CO (methanol). Run at time 4 hour. Yields the product Cl.OC(CN1C=2N(C3=C1C=CC=C3)CCN2)C2=CC=C(C=C2)OC (9-[2-HYDROXY-2-(4-METHOXYPHENYL)ETHYL]-2,3-DIHYDROIMIDAZO [1,2-a]BENZIMIDAZOLE HYDROCHLORIDE). As a reaction SMILES: [BH4-].[Na+].[CH3:3][O:4][C:5]1[CH:25]=[CH:24][C:8]([C:9](=[O:23])[CH2:10][N:11]2[C:15]3[CH:16]=[CH:17][CH:18]=[CH:19][C:14]=3[N:13]3[CH2:20][CH2:21][N:22]=[C:12]23)=[CH:7][CH:6]=1.[ClH:26]>CO>[ClH:26].[OH:23][CH:9]([C:8]1[CH:7]=[CH:6][C:5]([O:4][CH3:3])=[CH:25][CH:24]=1)[CH2:10][N:11]1[C:15]2[CH:16]=[CH:17][CH:18]=[CH:19][C:14]=2[N:13]2[CH2:20][CH2:21][N:22]=[C:12]12 |f:0.1,5.6|. Reported procedure: Add 0.3 g (7.5 mmol) of sodium borohydride bit by bit to a suspension of 2.41 g (7 mmol) of 9-(4'-methoxyphenacyl)-2,3-dihydroimidazo[1,2-a]benzimidazole--described in Example 6--in 15 ml of methanol over a period of thirty minutes at room temperature. Continue stirring for a further four hours and leave until the next day. Subsequently, add 10 ml of 10% hydrochloric acid until a pH of 2-3 is obtained, and evaporate the methanol. Treat the residue with an ammonium hydroxide solution and extract ... Reaction SMILES: [F:1][C:2]([F:23])([F:22])[C:3]1[CH:21]=[CH:20][C:6]([O:7][C:8]2[CH:19]=[CH:18][C:11]([O:12][CH:13]([CH3:17])[C:14]([OH:16])=[O:15])=[CH:10][CH:9]=2)=[CH:5][CH:4]=1.[CH3:24][C:25](=[N:27]O)[CH3:26].C1(N=C=NC2CCCCC2)CCCCC1>C(Cl)Cl>[F:1][C:2]([F:22])([F:23])[C:3]1[CH:4]=[CH:5][C:6]([O:7][C:8]2[CH:19]=[CH:18][C:11]([O:12][CH:13]([CH3:17])[C:14]([O:16][N:27]=[C:25]([CH3:26])[CH3:24])=[O:15])=[CH:10][CH:9]=2)=[CH:20][CH:21]=1. The reactants are FC(C1=CC=C(OC2=CC=C(OC(C(=O)O)C)C=C2)C=C1)(F)F (2-[p-(p-trifluoromethylphenoxy)phenoxy]-propionic acid), CC(C)=NO (acetone oxime), C1(CCCCC1)N=C=NC1CCCCC1 (dicyclohexylcarbodiimide). Product: FC(C1=CC=C(OC2=CC=C(OC(C(=O)ON=C(C)C)C)C=C2)C=C1)(F)F (acetone O-[2-[p-(p-trifluoromethylphenoxy)phenoxy]propionyl]-oxime). Reported procedure: After 15 g of 2-[p-(p-trifluoromethylphenoxy)phenoxy]-propionic acid are suspended in 20 ml of methylene chloride, 3.5 g of acetone oxime are added at room temperature. 9.8 g of dicyclohexylcarbodiimide, in 10 ml of methylene chloride, are then added dropwise over a period of 10 minutes as the temperature increases to about 40° C. The reaction mixture is then stirred at room temperature for 2 hours and filtered. The filtrate is evaporated to dryness on a rotary evaporator to yield acetone O-[2-[... Run in C(Cl)Cl (methylene chloride), C(Cl)Cl (methylene chloride). Conditions: temperature 40 celsius, time 2 hour. Starting materials: CC(C)(C)OC(=O)N1CCC(C(=O)O)CC1, CNOC, CN1CCOCC1, CCN=C=NCCCN(C)C, ClCCl, Cl, On1nnc2ccccc21. The product is CON(C)C(=O)C1CCN(C(=O)OC(C)(C)C)CC1. RXN SMILES: [C:1](=[O:2])([O:3][C:4]([CH3:5])([CH3:6])[CH3:7])[N:8]1[CH2:9][CH2:10][CH:11]([C:12](=[O:13])[OH:14])[CH2:15][CH2:16]1.[CH3:18][NH:19][O:20][CH3:21].[CH3:22][N:23]1[CH2:24][CH2:25][O:26][CH2:27][CH2:28]1.[CH3:29][CH2:30][N:31]=[C:32]=[N:33][CH2:34][CH2:35][CH2:36][N:37]([CH3:38])[CH3:39].[Cl:50][CH2:51][Cl:52].[ClH:17].[OH:40][n:41]1[c:42]2[c:43]([cH:44][cH:45][cH:46][cH:47]2)[n:48][n:49]1>>[C:1](=[O:2])([O:3][C:4]([CH3:5])([CH3:6])[CH3:7])[N:8]1[CH2:9][CH2:10][CH:11]([C:12](=[O:14])[N:19]([CH3:18])[O:20][CH3:21])[CH2:15][CH2:16]1. Starting materials: Br, CC(=O)O, COc1ccc2c(C(=O)O)cncc2c1, O. Product: O=C(O)c1cncc2cc(O)ccc12. RXN SMILES: [BrH:17].[C:18]([OH:19])(=[O:20])[CH3:21].[CH3:1][O:2][c:3]1[cH:4][cH:5][c:6]2[c:7]([C:13](=[O:14])[OH:15])[cH:8][n:9][cH:10][c:11]2[cH:12]1.[OH2:16]>>[OH:2][c:3]1[cH:4][cH:5][c:6]2[c:7]([C:13](=[O:14])[OH:15])[cH:8][n:9][cH:10][c:11]2[cH:12]1.